Dataset: the Open Reaction Database (ORD), a public repository of structured organic reaction records. Task: describe an organic reaction: reactants, conditions, products, and yield Reactants: S(=S)(=O)([O-])[O-].[Na+].[Na+] (sodium thiosulfate), O (water), BrCCN1C=C(C2=CC=CC=C12)C (1-(2-bromoethyl)-3-methylindole). Run in C(C)O (ethanol). Product: CC1=CN(C2=CC=CC=C12)CCSSCCN1C=C(C2=CC=CC=C12)C (bis-[2-(3-methylindole-1-yl)ethyl]disulfide). Reaction SMILES: [S:1]([O-])([O-])(=O)=[S:2].[Na+].[Na+].O.Br[CH2:10][CH2:11][N:12]1[C:20]2[C:15](=[CH:16][CH:17]=[CH:18][CH:19]=2)[C:14]([CH3:21])=[CH:13]1>C(O)C>[CH3:21][C:14]1[C:15]2[C:20](=[CH:19][CH:18]=[CH:17][CH:16]=2)[N:12]([CH2:11][CH2:10][S:1][S:2][CH2:10][CH2:11][N:12]2[C:20]3[C:15](=[CH:16][CH:17]=[CH:18][CH:19]=3)[C:14]([CH3:21])=[CH:13]2)[CH:13]=1 |f:0.1.2|. Procedure details: A solution of 10.4 g. of sodium thiosulfate in 60 ml. of water and 100 ml. of ethanol is poured onto 8.6 g. of 1-(2-bromoethyl)-3-methylindole. The reaction mixture is stirred and heated at reflux for 3.5 hr., allowed to cool, and evaporated to dryness. The solid residue is dissolved in boiling isopropanol, dried with a hydrated alkali-aluminum silicate ("Molecular Sieves"), and filtered. Chilling of the filtrate causes 6.4 g. of the sodium indolyethyl thiosulfate derivative to precipitate. This... Reactants: ClC1=CC(=C(C=C1)S(=O)(=O)NC=1C=CC(=C2C=CC=NC12)C(F)(F)F)[N+](=O)[O-] (4-chloro-2-nitro-N-(5-trifluoromethyl-quinolin-8-yl)-benzenesulfonamide), ClC1=CC(=C(C=C1)S(=O)(=O)NC=1C=CC(=C2C=CC=NC12)C(F)(F)F)[N+](=O)[O-] (4-chloro-2-nitro-N-(5-trifluoromethyl-quinolin-8-yl)-benzenesulfonamide), Cl[Sn]Cl (SnCl2). Reagents/catalysts: Cl (HCl). The solvent is CCO (EtOH). Yields the product NC1=C(C=CC(=C1)Cl)S(=O)(=O)NC=1C=CC(=C2C=CC=NC12)C(F)(F)F (2-Amino-4-chloro-N-(5-trifluoromethyl-quinolin-8-yl)-benzenesulfonamide). The yield is 98.4%. Reaction SMILES: [Cl:1][C:2]1[CH:7]=[CH:6][C:5]([S:8]([NH:11][C:12]2[CH:13]=[CH:14][C:15]([C:22]([F:25])([F:24])[F:23])=[C:16]3[C:21]=2[N:20]=[CH:19][CH:18]=[CH:17]3)(=[O:10])=[O:9])=[C:4]([N+:26]([O-])=O)[CH:3]=1.Cl[Sn]Cl>Cl.CCO>[NH2:26][C:4]1[CH:3]=[C:2]([Cl:1])[CH:7]=[CH:6][C:5]=1[S:8]([NH:11][C:12]1[CH:13]=[CH:14][C:15]([C:22]([F:24])([F:25])[F:23])=[C:16]2[C:21]=1[N:20]=[CH:19][CH:18]=[CH:17]2)(=[O:9])=[O:10]. Reported procedure: In a similar fashion using route 1 general procedure 4, 4-chloro-2-nitro-N-(5-trifluoromethyl-quinolin-8-yl)-benzenesulfonamide (Intermediate 254) (370 mg, 0.86 mmol), SnCl2 (967 mg, 5.15 mmol), conc.HCl (4-5 drops) and EtOH (15 ml) gave the title compound (340 mg, 98%) which was used in the next step without further purification. Starting materials: BrCc1ccccc1, CCOc1cc(C(CCO)N2C(=O)c3ccccc3C2=O)ccc1OC, CCCC[N+](CCCC)(CCCC)CCCC, C1CCOC1, [Cl-], Cl, [H-], [I-], [NH4+], [Na+]. Product: CCOc1cc(C(CCOCc2ccccc2)N2C(=O)c3ccccc3C2=O)ccc1OC. RXN SMILES: [Br:27][CH2:28][c:29]1[cH:30][cH:31][cH:32][cH:33][cH:34]1.[CH2:1]([CH3:2])[O:3][c:4]1[cH:5][c:6]([CH:12]([CH2:13][CH2:14][OH:15])[N:16]2[C:17](=[O:26])[c:18]3[c:19]([cH:22][cH:23][cH:24][cH:25]3)[C:20]2=[O:21])[cH:7][cH:8][c:9]1[O:10][CH3:11].[CH2:41]([N+:42]([CH2:43][CH2:44][CH2:45][CH3:46])([CH2:47][CH2:48][CH2:49][CH3:50])[CH2:51][CH2:52][CH2:53][CH3:54])[CH2:55][CH2:56][CH3:57].[CH2:58]1[O:59][CH2:60][CH2:61][CH2:62]1.[Cl-:37].[ClH:39].[H-:36].[I-:40].[NH4+:38].[Na+:35]>>[CH2:1]([CH3:2])[O:3][c:4]1[cH:5][c:6]([CH:12]([CH2:13][CH2:14][O:15][CH2:28][c:29]2[cH:30][cH:31][cH:32][cH:33][cH:34]2)[N:16]2[C:17](=[O:26])[c:18]3[c:19]([cH:22][cH:23][cH:24][cH:25]3)[C:20]2=[O:21])[cH:7][cH:8][c:9]1[O:10][CH3:11]. Starting materials: COC1=CC(=C(C=C1OC)C1=C(NC(=C1C1=CC(=C(C=C1)OC)OC)C(=O)OC)C(=O)OC)OCOC (Dimethyl 3-(4,5-Dimethoxy-2-(methoxymethoxy)phenyl)-4-(3,4-dimethoxyphenyl)pyrrole-2,5-dicarboxylate), COC=1C=C(CCBr)C=CC1OC (3,4-dimethoxyphenethyl bromide), C(=O)([O-])[O-].[K+].[K+] (K2CO3), CCOC(=O)C.C(Cl)Cl (EtOAc CH2Cl2). The solvent is CN(C)C=O (DMF). Run at temperature 70 celsius, time 2.5 hour. The product is COC1=CC(=C(C=C1OC)C1=C(N(C(=C1C1=CC(=C(C=C1)OC)OC)C(=O)OC)CCC1=CC(=C(C=C1)OC)OC)C(=O)OC)OCOC (Dimethyl 3-(4,5-Dimethoxy-2-(methoxymethoxy)phenyl)-4-(3,4-dimethoxyphenyl)-1-[2-(3,4-dimethoxyphenyl)ethyl]pyrrole-2,5-dicarboxylate). Isolated yield 94.4%. RXN SMILES: [CH3:1][O:2][C:3]1[C:8]([O:9][CH3:10])=[CH:7][C:6]([C:11]2[C:15]([C:16]3[CH:21]=[CH:20][C:19]([O:22][CH3:23])=[C:18]([O:24][CH3:25])[CH:17]=3)=[C:14]([C:26]([O:28][CH3:29])=[O:27])[NH:13][C:12]=2[C:30]([O:32][CH3:33])=[O:31])=[C:5]([O:34][CH2:35][O:36][CH3:37])[CH:4]=1.[CH3:38][O:39][C:40]1[CH:41]=[C:42]([CH:46]=[CH:47][C:48]=1[O:49][CH3:50])[CH2:43][CH2:44]Br.C([O-])([O-])=O.[K+].[K+].CCOC(C)=O.C(Cl)Cl>CN(C=O)C>[CH3:1][O:2][C:3]1[C:8]([O:9][CH3:10])=[CH:7][C:6]([C:11]2[C:15]([C:16]3[CH:21]=[CH:20][C:19]([O:22][CH3:23])=[C:18]([O:24][CH3:25])[CH:17]=3)=[C:14]([C:26]([O:28][CH3:29])=[O:27])[N:13]([CH2:44][CH2:43][C:42]3[CH:46]=[CH:47][C:48]([O:49][CH3:50])=[C:40]([O:39][CH3:38])[CH:41]=3)[C:12]=2[C:30]([O:32][CH3:33])=[O:31])=[C:5]([O:34][CH2:35][O:36][CH3:37])[CH:4]=1 |f:2.3.4,5.6|. Reported procedure: A stirred mixture of 8 (297 mg, 0.58 mmol, 1.0 equiv), 3,4-dimethoxyphenethyl bromide (9,15 707 mg, 2.88 mmol, 5.0 equiv), and K2CO3 (398 mg, 2.88 mmol, 5 equiv) in DMF (5.8 mL) under Ar was warmed to 70° C. After 2.5 h, the mixture was cooled to 25° C. and solvent was removed in vacuo. Chromatography (SiO2, 3.5×15 cm, 20% EtOAc/CH2Cl2) provided 10 (372 mg, 94% yield) as a yellow oil: FABHRMS (NBA/NaI) m/z 702.2553 (M+Na+, C36H41NO12 requires 702.2526). The reactants are compound 6-A, FC1=CC=C(C=O)C=C1 (4-fluorobenzaldehyde), Cl.NO (hydroxylamine hydrochloride), BrCC(=O)OC(C)(C)C (tert-butyl bromoacetate). Yields the product C(C)(C)(C)OC(CON=CC1=CC=C(C=C1)F)=O ((4-Fluorobenzylideneaminooxy)-acetic acid tert-butyl ester). Yield: 84.0%. As a reaction SMILES: [F:1][C:2]1[CH:9]=[CH:8][C:5]([CH:6]=O)=[CH:4][CH:3]=1.Cl.[NH2:11][OH:12].Br[CH2:14][C:15]([O:17][C:18]([CH3:21])([CH3:20])[CH3:19])=[O:16]>>[C:18]([O:17][C:15](=[O:16])[CH2:14][O:12][N:11]=[CH:6][C:5]1[CH:8]=[CH:9][C:2]([F:1])=[CH:3][CH:4]=1)([CH3:21])([CH3:20])[CH3:19] |f:1.2|. Reported procedure: Condensation of 4-fluorobenzaldehyde with hydroxylamine hydrochloride followed by reaction with tert-butyl bromoacetate using the same procedure as described for compound 6-A gave the title oxime ether as a clear oil (84% yield). 1HNMR 400 MHz (CDCl3) δ (ppm): 1.52 (9H, s, t-Bu), 4.61 (2H, s, OCH2), 7.08 (2H, m, aromatics), 7.59 (2H, m, aromatics), 8.19 (1H, s, CH). Starting materials: C(C)(C)N(CC)C(C)C (diisopropylethylamine), Boc-Arg(benzyloxycarbonyl)2 -Arg(benzyloxycarbonyl)2 -Pro-, FC(C(=O)O)(F)F (trifluoroacetic acid), C12(CC3CC(CC(C1)C3)C2)CC(=O)Cl (1-adamantylacetic acid chloride), ClCCl (dichloromethane), ( I ). Run in CN(C=O)C (dimethylformamide), CN(C=O)C (dimethylformamide). Run at temperature -80 celsius. Product: solution, C12(CC3CC(CC(C1)C3)C2)CC(=O)O (1-adamantylacetic acid), C(C(=O)Cl)(=O)Cl (oxalyl chloride). As a reaction SMILES: F[C:2](F)(F)[C:3]([OH:5])=[O:4].C(N(C(C)C)CC)(C)C.[C:17]12(C[C:28]([Cl:30])=[O:29])[CH2:26][CH:21]3[CH2:22][CH:23]([CH2:25][CH:19]([CH2:20]3)[CH2:18]1)[CH2:24]2.Cl[CH2:32][Cl:33]>CN(C)C=O>[C:17]12([CH2:2][C:3]([OH:5])=[O:4])[CH2:26][CH:21]3[CH2:22][CH:23]([CH2:25][CH:19]([CH2:20]3)[CH2:18]1)[CH2:24]2.[C:32]([Cl:33])(=[O:4])[C:28]([Cl:30])=[O:29]. Procedure details: One of the 3 parts of the compound of formula (I) in which R1 --(R2)m --(R3)n --(R4)p represents Boc-Arg(benzyloxycarbonyl)2 -Arg(benzyloxycarbonyl)2 -Pro-, R, R5 and R6 represent hydroxyl radicals and R7 represents a hydrogen atom obtained in Example 9 is treated for 90 minutes with 5 ml of a trifluoroacetic acid/distilled water mixture (95/5 by volume). The medium is then brought to dryness on a rotary evaporator (2.6 kPa, 45° C., 45 minutes) and 15 ml of distilled water are then added to the ... Reactants: [H-].[Na+] (NaH), CC=1N=C(SC1C(C)=O)NC (1-(4-methyl-2-methylamino-thiazol-5-yl)-ethanone), CI (MeI). The solvent is CCOC(=O)C (EtOAc), C1CCOC1 (THF). Reaction conditions: time 2 hour. The product is CN(C=1SC(=C(N1)C)C(C)=O)C (1-(2-dimethylamino-4-methyl-thiazol-5-yl)-ethanone). Reaction SMILES: [CH3:1][C:2]1[N:3]=[C:4]([NH:10][CH3:11])[S:5][C:6]=1[C:7](=[O:9])[CH3:8].[H-].[Na+].[CH3:14]I>C1COCC1.CCOC(C)=O>[CH3:11][N:10]([CH3:14])[C:4]1[S:5][C:6]([C:7](=[O:9])[CH3:8])=[C:2]([CH3:1])[N:3]=1 |f:1.2|. Procedure: A mixture of 1-(4-methyl-2-methylamino-thiazol-5-yl)-ethanone (0.40 g, 2.4 mmol) in THF (2 mL) was treated with NaH (0.113 g, 4.7 mmol). After heating at 40° C. for 0.5 h MeI (0.35 g, 2.4 mmol) was added. Heating was continued for a further 2 h. After cooling, the solution was diluted with EtOAc, washed with brine, and dried over MgSO4. The solvent was evaporated to afford 1-(2-dimethylamino-4-methyl-thiazol-5-yl)-ethanone as a yellow solid. 1H-NMR (CDCl3) δ: 2.36 (s, 3H, CH3), 2.51 (s, 3H, CH3)... Reactants: BrCCC1OCCO1, COc1ccc(C(=O)Cl)cc1, [Cl-], [Cl-], [Cl-], [Cu]Br, [Mg+2], [Mg], [NH4+], C1CCOC1, O. Product: COc1ccc(C(=O)CCC2OCCO2)cc1. RXN SMILES: [Br:1][CH2:2][CH2:3][CH:4]1[O:5][CH2:6][CH2:7][O:8]1.[C:13]([c:14]1[cH:15][cH:16][c:17]([O:20][CH3:21])[cH:18][cH:19]1)(=[O:22])[Cl:23].[Cl-:10].[Cl-:12].[Cl-:24].[Cu:31][Br:32].[Mg+2:11].[Mg:9].[NH4+:25].[O:26]1[CH2:27][CH2:28][CH2:29][CH2:30]1.[OH2:33]>>[CH2:2]([CH2:3][CH:4]1[O:5][CH2:6][CH2:7][O:8]1)[C:13]([c:14]1[cH:15][cH:16][c:17]([O:20][CH3:21])[cH:18][cH:19]1)=[O:22]. The reactants are C1(=CC=CC=C1)N1CCNCC1 (1-Phenylpiperazine), [C-]#N.[K+] (KCN), Cl (HCl), C1(CCCCC1)=O (Cyclohexanone). Solvent: O (water). Reaction conditions: time 15 hour. Yields the product C(#N)C1(CCCCC1)N1CCN(CC1)C1=CC=CC=C1 (1-Cyano-1-(4-phenylpiperazin-1-yl)-cyclohexane). Yield: 71.8%. Reaction SMILES: [C:1]1([N:7]2[CH2:12][CH2:11][NH:10][CH2:9][CH2:8]2)[CH:6]=[CH:5][CH:4]=[CH:3][CH:2]=1.Cl.[C:14]1(=O)[CH2:19][CH2:18][CH2:17][CH2:16][CH2:15]1.[C-:21]#[N:22].[K+]>O>[C:21]([C:1]1([N:7]2[CH2:12][CH2:11][N:10]([C:14]3[CH:19]=[CH:18][CH:17]=[CH:16][CH:15]=3)[CH2:9][CH2:8]2)[CH2:6][CH2:5][CH2:4][CH2:3][CH2:2]1)#[N:22] |f:3.4|. Procedure: 1-Phenylpiperazine (11.3 mL, 12 g, 75 mmol) was suspended in 100 mL water. The pH was adjusted to 3 using 10% HCl. Cyclohexanone (7.8 mL, 7.4 g, 75 mmol) was added followed by KCN (5 g, 75 mmol). The mixture was stirred 15 hours at room temperature during which time the product solidified. The product was collected by filtration, washed with water, then recrystallized from ethanol to give 14.5 g of 1-Cyano-1-(4-phenylpiperazin-1-yl)-cyclohexane as a white solid (73% yield), mp=133-135° C.